Dataset: the Open Reaction Database (ORD), a public repository of structured organic reaction records. Task: describe an organic reaction: reactants, conditions, products, and yield Reactants: C1C2C3=C(C(C4=C(C21)C=CC=C4)=O)C=CC=C3 (1,1a,6,10b-tetrahydrodibenzo[a,e]cyclopropa[c]cyclohepten-6-one), Cl.NO (hydroxylamine hydrochloride). Run in N1=CC=CC=C1 (pyridine). Yields the product C1C2C3=C(C(C4=C(C21)C=CC=C4)=NO)C=CC=C3 (1,1a,6,10b-Tetrahydrodibenzo[a,e]cyclopropa[c]cyclohepten-6-one Oxime). RXN SMILES: [CH2:1]1[CH:8]2[CH:2]1[C:3]1[CH:17]=[CH:16][CH:15]=[CH:14][C:4]=1[C:5](=O)[C:6]1[CH:12]=[CH:11][CH:10]=[CH:9][C:7]=12.Cl.[NH2:19][OH:20]>N1C=CC=CC=1>[CH2:1]1[CH:8]2[CH:2]1[C:3]1[CH:17]=[CH:16][CH:15]=[CH:14][C:4]=1[C:5](=[N:19][OH:20])[C:6]1[CH:12]=[CH:11][CH:10]=[CH:9][C:7]=12 |f:1.2|. Procedure: A solution of 6.6 g (0.03 mole) of 1,1a,6,10b-tetrahydrodibenzo[a,e]cyclopropa[c]cyclohepten-6-one, 8.4 g (0.12 mole) of hydroxylamine hydrochloride in 120 ml of pyridine was held at reflux for 18.5 hrs. The solvent was evaporated under reduced pressure and the residue was dissolved with a mixture of water and methylene chloride. The layers were separated and the organic layer was in turn washed with 10% hydrochloric acid, and saturated brine, dried and solvent evaporated to give 7.4 g of crude ... Reactants: CCOC(C)=O, Cc1ccc(C2c3c(C)c(N)c(C)c(C)c3OC2(C)C)cc1, COc1ccc(C(=O)Cl)cc1OC, CCCCCC. Product: COc1ccc(C(=O)Nc2c(C)c(C)c3c(c2C)C(c2ccc(C)cc2)C(C)(C)O3)cc1OC. RXN SMILES: [C:42]([O:43][CH2:44][CH3:45])(=[O:46])[CH3:47].[CH3:1][C:2]1([CH3:22])[O:3][c:4]2[c:5]([c:14]([CH3:21])[c:15]([NH2:20])[c:16]([CH3:19])[c:17]2[CH3:18])[CH:6]1[c:7]1[cH:8][cH:9][c:10]([CH3:13])[cH:11][cH:12]1.[CH3:23][O:24][c:25]1[cH:26][c:27]([C:28](=[O:29])[Cl:30])[cH:31][cH:32][c:33]1[O:34][CH3:35].[CH3:36][CH2:37][CH2:38][CH2:39][CH2:40][CH3:41]>>[CH3:1][C:2]1([CH3:22])[O:3][c:4]2[c:5]([c:14]([CH3:21])[c:15]([NH:20][C:28]([c:27]3[cH:26][c:25]([O:24][CH3:23])[c:33]([O:34][CH3:35])[cH:32][cH:31]3)=[O:29])[c:16]([CH3:19])[c:17]2[CH3:18])[CH:6]1[c:7]1[cH:8][cH:9][c:10]([CH3:13])[cH:11][cH:12]1. Reactants: O (Water), C([O-])([O-])=O.[Cs+].[Cs+] (Cesium carbonate), SC=1C=C(C=CC1)CC(=O)O (3-mercapto-phenylacetic acid), ClC(COC(C1=C(C=CC=C1)CBr)=O)(Cl)Cl (2-bromomethyl-benzoic acid 2,2,2-trichloro-ethyl ester). Run in CN(C)C=O (DMF). Run at time 1 hour. The product is ClC(COC(C1=C(C=CC=C1)CSC1=CC(=CC=C1)CC(=O)O)=O)(Cl)Cl (2-(3-Carboxymethyl-phenylsulfanylmethyl)-benzoic acid 2,2,2-trichloro-ethyl ester). The yield is 100.1%. RXN SMILES: C(=O)([O-])[O-].[Cs+].[Cs+].[SH:7][C:8]1[CH:9]=[C:10]([CH2:14][C:15]([OH:17])=[O:16])[CH:11]=[CH:12][CH:13]=1.[Cl:18][C:19]([Cl:33])([Cl:32])[CH2:20][O:21][C:22](=[O:31])[C:23]1[CH:28]=[CH:27][CH:26]=[CH:25][C:24]=1[CH2:29]Br.O>CN(C=O)C>[Cl:18][C:19]([Cl:32])([Cl:33])[CH2:20][O:21][C:22](=[O:31])[C:23]1[CH:28]=[CH:27][CH:26]=[CH:25][C:24]=1[CH2:29][S:7][C:8]1[CH:13]=[CH:12][CH:11]=[C:10]([CH2:14][C:15]([OH:17])=[O:16])[CH:9]=1 |f:0.1.2|. Reported procedure: Cesium carbonate (1.69 g, 5.20 mmol) was added to a mixture of 3-mercapto-phenylacetic acid (0.73 g, 4.33 mmol) and 2-bromomethyl-benzoic acid 2,2,2-trichloro-ethyl ester (1.50 g, 4.33 mmol) in DMF (25 mL). The mixture was stirred for 1 h at rt. Water was added and the mixture was washed with diethyl ether. The aqueous phase was made acidic (pH5-3) with 2M HCl and thereafter extracted with diethyl ether. The combined organic phases were dried (Na2SO4) and concentrated to give the titled compound... Starting materials: B(Br)(Br)Br (Boron tribromide), C(C)OC(=O)CCCCCCCN1C=NC(=C1C1=CC=C(C=C1)OC)C1=CC=C(C=C1)OC (1-(7-ethoxycarbonylheptyl)-4,5-bis(4-methoxyphenyl)-imidazole), O (water). Solvent: ClCCl (dichloromethane). Run at time 4 hour. Product: C(C)OC(=O)CCCCCCCN1C=NC(=C1C1=CC=C(C=C1)O)C1=CC=C(C=C1)O (1-(7-ethoxycarbonylheptyl)-4,5-bis(4-hydroxyphenyl)-imidazole). The yield is 49.5%. Reaction SMILES: B(Br)(Br)Br.[CH2:5]([O:7][C:8]([CH2:10][CH2:11][CH2:12][CH2:13][CH2:14][CH2:15][CH2:16][N:17]1[C:21]([C:22]2[CH:27]=[CH:26][C:25]([O:28]C)=[CH:24][CH:23]=2)=[C:20]([C:30]2[CH:35]=[CH:34][C:33]([O:36]C)=[CH:32][CH:31]=2)[N:19]=[CH:18]1)=[O:9])[CH3:6].O>ClCCl>[CH2:5]([O:7][C:8]([CH2:10][CH2:11][CH2:12][CH2:13][CH2:14][CH2:15][CH2:16][N:17]1[C:21]([C:22]2[CH:27]=[CH:26][C:25]([OH:28])=[CH:24][CH:23]=2)=[C:20]([C:30]2[CH:31]=[CH:32][C:33]([OH:36])=[CH:34][CH:35]=2)[N:19]=[CH:18]1)=[O:9])[CH3:6]. Procedure details: Boron tribromide (1.3 ml) was added to a solution of 1-(7-ethoxycarbonylheptyl)-4,5-bis(4-methoxyphenyl)-imidazole (1.25 g) in dry dichloromethane (30 ml). The reaction was stirred at room temperature for 4 h, cooled and water (20 ml) was carefully added. The resulting purple precipitate was collected and column chromatography on silica gel eluted with a dichloromethane:methanol gradient, followed by recrystallisation from ethanol and water gave 1-(7-ethoxycarbonylheptyl)-4,5-bis(4-hydroxyphenyl... The reactants are CCO, [I-], I, [K+], [Na+], [OH-], O, c1cnc2[nH]ccc2c1. Yields the product Ic1c[nH]c2ncccc12. RXN SMILES: [CH3:15][CH2:16][OH:17].[I-:12].[I:10].[K+:11].[Na+:14].[OH-:13].[OH2:18].[nH:1]1[cH:2][cH:3][c:4]2[cH:5][cH:6][cH:7][n:8][c:9]12>>[nH:1]1[cH:2][c:3]([I:12])[c:4]2[cH:5][cH:6][cH:7][n:8][c:9]12.